Dataset: the Open Reaction Database (ORD), a public repository of structured organic reaction records. Task: describe an organic reaction: reactants, conditions, products, and yield The reactants are CC(C)(C)OC(=O)Nc1cc(Oc2ccc3nc(NC(=O)C4CC4)nn3c2)ccc1Cl, O=C(O)C(F)(F)F. Product: Nc1cc(Oc2ccc3nc(NC(=O)C4CC4)nn3c2)ccc1Cl. As a reaction SMILES: [Cl:1][c:2]1[c:3]([NH:24][C:25](=[O:26])[O:27][C:28]([CH3:29])([CH3:30])[CH3:31])[cH:4][c:5]([O:8][c:9]2[cH:10][cH:11][c:12]3[n:13]([cH:14]2)[n:15][c:16]([NH:18][C:19](=[O:20])[CH:21]2[CH2:22][CH2:23]2)[n:17]3)[cH:6][cH:7]1.[OH:32][C:33]([C:34]([F:35])([F:36])[F:37])=[O:38]>>[Cl:1][c:2]1[c:3]([NH2:24])[cH:4][c:5]([O:8][c:9]2[cH:10][cH:11][c:12]3[n:13]([cH:14]2)[n:15][c:16]([NH:18][C:19](=[O:20])[CH:21]2[CH2:22][CH2:23]2)[n:17]3)[cH:6][cH:7]1. The reactants are CC(=O)NCCSCC(CC(=O)O)C(=O)c1cccnc1, OCCCc1cccnc1. Product: CC(=O)NCCSCC(CC(=O)OCCCc1cccnc1)C(=O)c1cccnc1. Reaction SMILES: [C:1]([CH3:2])(=[O:3])[NH:4][CH2:5][CH2:6][S:7][CH2:8][CH:9]([CH2:10][C:11](=[O:12])[OH:13])[C:14]([c:15]1[cH:16][n:17][cH:18][cH:19][cH:20]1)=[O:21].[n:22]1[cH:23][c:24]([CH2:28][CH2:29][CH2:30][OH:31])[cH:25][cH:26][cH:27]1>>[C:1]([CH3:2])(=[O:3])[NH:4][CH2:5][CH2:6][S:7][CH2:8][CH:9]([CH2:10][C:11](=[O:12])[O:13][CH2:30][CH2:29][CH2:28][c:24]1[cH:23][n:22][cH:27][cH:26][cH:25]1)[C:14]([c:15]1[cH:16][n:17][cH:18][cH:19][cH:20]1)=[O:21]. The reactants are N1=CC=C(C=C1)/C=C/P(OCC)(OCC)=O (Diethyl (E)-2-(4-pyridyl)ethenylphosphonate). The reagents and catalysts are [C].[Pd] (palladium-carbon). Solvent: C(C)O (ethanol). Run at time 5 hour. The product is N1=CC=C(C=C1)CCP(OCC)(OCC)=O (Diethyl 2-(4-pyridyl)ethylphosphonate). The yield is 100.8%. As a reaction SMILES: [N:1]1[CH:6]=[CH:5][C:4](/[CH:7]=[CH:8]/[P:9](=[O:16])([O:13][CH2:14][CH3:15])[O:10][CH2:11][CH3:12])=[CH:3][CH:2]=1>C(O)C.[C].[Pd]>[N:1]1[CH:2]=[CH:3][C:4]([CH2:7][CH2:8][P:9](=[O:16])([O:10][CH2:11][CH3:12])[O:13][CH2:14][CH3:15])=[CH:5][CH:6]=1 |f:2.3|. Reported procedure: Diethyl (E)-2-(4-pyridyl)ethenylphosphonate (10.3 g, 42 mmol) was dissolved in ethanol (25 ml), and 10% palladium-carbon (1.0 g) was added thereto. The mixture was stirred under hydrogen atmosphere at room temperature for 5 hrs. Palladium-carbon was filtered off, and the filtrate was concentrated to give the titled compound (10.3 g, 100%). Starting materials: C(CCCCCCCCCCCCCCCCC)(=O)O[C@]1(C(CO)=O)CC[C@H]2[C@@H]3CCC4=CC(CC[C@]4(C)C3=CC[C@]12C)=O (17α-octadecanoyloxy-21-hydroxy-pregna-4,9(11)-diene-3,20-dione). Reagents/catalysts: [Cl-].C(CCC)[N+](C)(CCCC)CCCC (tributylmethylammonium chloride). Run in C(CCC)(=O)OC(CCC)=O (butyric anhydride). Reaction conditions: time 2 hour. The product is C(CCCCCCCCCCCCCCCCC)(=O)O[C@]1(C(COC(CCC)=O)=O)CC[C@H]2[C@@H]3CCC4=CC(CC[C@]4(C)C3=CC[C@]12C)=O (17α-octadecanoyloxy-21-butanoyloxy-pregna-4,9(11)-diene-3,20-dione). The yield is 159.2%. RXN SMILES: [C:1]([O:20][C@:21]1([C@:42]2([CH3:43])[C@H:28]([C@H:29]3[C:39](=[CH:40][CH2:41]2)[C@:37]2([CH3:38])[C:32](=[CH:33][C:34](=[O:44])[CH2:35][CH2:36]2)[CH2:31][CH2:30]3)[CH2:27][CH2:26]1)[C:22](=[O:25])[CH2:23][OH:24])(=[O:19])[CH2:2][CH2:3][CH2:4][CH2:5][CH2:6][CH2:7][CH2:8][CH2:9][CH2:10][CH2:11][CH2:12][CH2:13][CH2:14][CH2:15][CH2:16][CH2:17][CH3:18]>C(OC(=O)CCC)(=O)CCC.[Cl-].C([N+](CCCC)(CCCC)C)CCC>[C:1]([O:20][C@:21]1([C@:42]2([CH3:43])[C@H:28]([C@H:29]3[C:39](=[CH:40][CH2:41]2)[C@:37]2([CH3:38])[C:32](=[CH:33][C:34](=[O:44])[CH2:35][CH2:36]2)[CH2:31][CH2:30]3)[CH2:27][CH2:26]1)[C:22](=[O:25])[CH2:23][O:24][C:1](=[O:19])[CH2:2][CH2:3][CH3:4])(=[O:19])[CH2:2][CH2:3][CH2:4][CH2:5][CH2:6][CH2:7][CH2:8][CH2:9][CH2:10][CH2:11][CH2:12][CH2:13][CH2:14][CH2:15][CH2:16][CH2:17][CH3:18] |f:2.3|. Reported procedure: the residue (6.2 g) of 17α-octadecanoyloxy-21-hydroxy-pregna-4,9(11)-diene-3,20-dione was dissolved in 4 ml butyric anhydride in the presence of 0.5 g of tributylmethylammonium chloride. The mixture was stirred at room temperature for 2 hours, then poured in ice and the resulting product was separated from water by extraction. The extract was washed to neutrality with water and concentrated under vacuum, the residue was crystallized from methanol to obtain 5.5 g (8.05 mM) of 17α-octadecanoyloxy-... The reactants are COC=1C=C2CCN(CC2=CC1OC)CCCCCCC(SC1=CC=C(C=C1)C)C=1C=CC(=C(C1)O)OC (5-[7-(3,4-dihydro-6,7-dimethoxy-2(1H)-isoquinolinyl)-1-[(4-methylphenyl)thio]heptyl]-2-methoxyphenol), S(=O)(=O)(OCCCl)C1=CC=C(C)C=C1 (2-chloroethyl tosylate), [H-].[Na+] (sodium hydride). The solvent is CC(CC)=O (2-butanone). The product is ClCCOC=1C=C(C=CC1OC)C(CCCCCCN1CC2=CC(=C(C=C2CC1)OC)OC)SC1=CC=C(C=C1)C (2-[7-[3 -(2-Chloroethoxy)-4-methoxyphenyl]-7-[(4-methyl phenyl)thio]heptyl]-1,2,3,4-tetrahydro-6,7-dimethoxy-isoquinoline). RXN SMILES: [CH3:1][O:2][C:3]1[CH:4]=[C:5]2[C:10](=[CH:11][C:12]=1[O:13][CH3:14])[CH2:9][N:8]([CH2:15][CH2:16][CH2:17][CH2:18][CH2:19][CH2:20][CH:21]([C:30]1[CH:31]=[CH:32][C:33]([O:37][CH3:38])=[C:34]([OH:36])[CH:35]=1)[S:22][C:23]1[CH:28]=[CH:27][C:26]([CH3:29])=[CH:25][CH:24]=1)[CH2:7][CH2:6]2.S(C1C=CC(C)=CC=1)(O[CH2:43][CH2:44][Cl:45])(=O)=O.[H-].[Na+]>CC(=O)CC>[Cl:45][CH2:44][CH2:43][O:36][C:34]1[CH:35]=[C:30]([CH:21]([S:22][C:23]2[CH:24]=[CH:25][C:26]([CH3:29])=[CH:27][CH:28]=2)[CH2:20][CH2:19][CH2:18][CH2:17][CH2:16][CH2:15][N:8]2[CH2:7][CH2:6][C:5]3[C:10](=[CH:11][C:12]([O:13][CH3:14])=[C:3]([O:2][CH3:1])[CH:4]=3)[CH2:9]2)[CH:31]=[CH:32][C:33]=1[O:37][CH3:38] |f:2.3|. Procedure details: To a stirred solution of 5.57 g of 5-[7-(3,4-dihydro-6,7-dimethoxy-2(1H)-isoquinolinyl)-1-[(4-methylphenyl)thio]heptyl]-2-methoxyphenol and 2.0 mL of 2-chloroethyl tosylate in 50 mL of 2-butanone is added 0.44 g of 60% sodium hydride in oil. The solution is heated to reflux for 48 hours and then cooled to room temperature. The solution is partitioned between chloroform and brine and the organic layer dried. The solvent is removed at reduced pressure and the residue chromatographed on silica gel ... Starting materials: [Li]CCCC, CCOCC, [Cl-], [Cl-], COC(=O)c1ccc(I)cc1, C1CCOC1, [Pd], [Zn+2], c1ccc(P(c2ccccc2)c2ccccc2)cc1, c1ccc(P(c2ccccc2)c2ccccc2)cc1, c1ccc(P(c2ccccc2)c2ccccc2)cc1, c1ccc(P(c2ccccc2)c2ccccc2)cc1, c1cocn1. Product: COC(=O)c1ccc(-c2ncco2)cc1. RXN SMILES: [CH2:6]([Li:7])[CH2:8][CH2:9][CH3:10].[CH3:27][CH2:28][O:29][CH2:30][CH3:31].[Cl-:32].[Cl-:34].[I:11][c:12]1[cH:13][cH:14][c:15]([C:16](=[O:17])[O:18][CH3:19])[cH:20][cH:21]1.[O:22]1[CH2:23][CH2:24][CH2:25][CH2:26]1.[Pd:111].[Zn+2:33].[c:35]1([P:36]([c:37]2[cH:38][cH:39][cH:40][cH:41][cH:42]2)[c:43]2[cH:44][cH:45][cH:46][cH:47][cH:48]2)[cH:49][cH:50][cH:51][cH:52][cH:53]1.[c:54]1([P:55]([c:56]2[cH:57][cH:58][cH:59][cH:60][cH:61]2)[c:62]2[cH:63][cH:64][cH:65][cH:66][cH:67]2)[cH:68][cH:69][cH:70][cH:71][cH:72]1.[c:73]1([P:74]([c:75]2[cH:76][cH:77][cH:78][cH:79][cH:80]2)[c:81]2[cH:82][cH:83][cH:84][cH:85][cH:86]2)[cH:87][cH:88][cH:89][cH:90][cH:91]1.[c:92]1([P:93]([c:94]2[cH:95][cH:96][cH:97][cH:98][cH:99]2)[c:100]2[cH:101][cH:102][cH:103][cH:104][cH:105]2)[cH:106][cH:107][cH:108][cH:109][cH:110]1.[o:1]1[cH:2][n:3][cH:4][cH:5]1>>[o:1]1[c:2](-[c:12]2[cH:13][cH:14][c:15]([C:16](=[O:17])[O:18][CH3:19])[cH:20][cH:21]2)[n:3][cH:4][cH:5]1. Reactants: N[C@@H]1C(N(CC1)[C@@H]1[C@@H](C[C@@H](CC1)N(C)C(C)C)NC(C)=O)=O (N-[(1R,2S,5R)-2-((S)-3-amino-2-oxo-pyrrolidin-1-yl)-5-(isopropyl-methyl-amino)-cyclohexyl]-acetamide), C(C)(C)N(CC)C(C)C (N,N,-di-isopropyl-N-ethylamine), ClC1=NC=NC2=CC=C(C=C12)C(F)(F)F (4-chloro-6-trifluoromethyl-quinazoline). Run in C(C)#N (acetonitrile), CC#N (MeCN). Run at time 8 hour. The product is C(C)(C)N[C@@H]1CC[C@@H]([C@@H](C1)NC(C)=O)N1C([C@H](CC1)NC1=NC=NC2=CC=C(C=C12)C(F)(F)F)=O (N-((1R,2S,5R)-5-(isopropylamino)-2-((S)-2-oxo-3-(6-(trifluoromethyl)-quin-azolin-4-ylamino)pyrrolidin-1-yl)cyclohexyl)acetamide). Yield: 33.4%. As a reaction SMILES: [NH2:1][C@H:2]1[CH2:6][CH2:5][N:4]([C@H:7]2[CH2:12][CH2:11][C@@H:10]([N:13]([CH:15]([CH3:17])[CH3:16])C)[CH2:9][C@H:8]2[NH:18][C:19](=[O:21])[CH3:20])[C:3]1=[O:22].C(N(C(C)C)CC)(C)C.Cl[C:33]1[C:42]2[C:37](=[CH:38][CH:39]=[C:40]([C:43]([F:46])([F:45])[F:44])[CH:41]=2)[N:36]=[CH:35][N:34]=1>CC#N>[CH:15]([NH:13][C@H:10]1[CH2:9][C@@H:8]([NH:18][C:19](=[O:21])[CH3:20])[C@@H:7]([N:4]2[CH2:5][CH2:6][C@H:2]([NH:1][C:33]3[C:42]4[C:37](=[CH:38][CH:39]=[C:40]([C:43]([F:45])([F:46])[F:44])[CH:41]=4)[N:36]=[CH:35][N:34]=3)[C:3]2=[O:22])[CH2:12][CH2:11]1)([CH3:16])[CH3:17]. Procedure details: Example 1, Alternative Preparation, Step 8: To a mixture of acetamide 11 (28.5 g, HCl salt, 73.6% free base assay), acetonitrile (100 mL), N,N,-di-isopropyl-N-ethylamine (61 mL) at room temperature was added a solution of 13 (˜21.2 g) in MeCN (˜450 mL). The homogeneous mixture was held overnight. Upon reaction completion (HPLC), the mixture was concentrated in vacuo to approx. 125 mL. A 9.5% aqueous solution of acetic acid (240 mL) was added and the aqueous phase was extracted with methylene chl... The reactants are COc1ncc(/C=C/Br)cn1, ClC(c1ccccc1)C. Reagents/catalysts: [Na+].[I-], Cl[Ni]Cl.COCCOC, C1(C2(C3=N[C@H](c4ccccc4C5)[C@H]5O3)CC2)=N[C@H]6[C@H](Cc7ccccc76)O1. Run in CC(N(C)C)=O. Reaction conditions: temperature 0 celsius, time 3.25 hour. Yields the product COc1ncc(/C=C/[C@H](C)c2ccccc2)cn1. The yield is 57.0%. The reactants are S(=O)(=O)(Cl)Cl (sulfonyl chloride), O1CCCC1 (tetrahydrofuran), [OH-].[NH4+] (ammonium hydroxide). Run at time 0.5 hour. Product: C1OCC2=C1C=CC=C2S(=O)(=O)N (1,3-dihydrobenzo[c]furan-4-sulfonamide). RXN SMILES: [S:1](Cl)(Cl)(=[O:3])=[O:2].[OH-].[NH4+:7].[O:8]1[CH2:12][CH2:11][CH2:10][CH2:9]1>>[CH2:9]1[C:10]2[CH:9]=[CH:10][CH:11]=[C:12]([S:1]([NH2:7])(=[O:3])=[O:2])[C:11]=2[CH2:12][O:8]1 |f:1.2|. Reported procedure: A solution of 9.8 g of the sulfonyl chloride, prepared in Part A, in 150 ml tetrahydrofuran was cooled to approximately 5°, and 6.6 ml of concentrated ammonium hydroxide was added dropwise. The resulting yellow suspension was allowed to warm to ambient temperature and stirred 0.5 hour; thin-layer chromatography showed the reaction was complete. The solvent was evaporated in vacuo and the resulting solid was slurried in 150 ml water, collected, washed with water and dried. The crude product was w...